This data is from the Open Reaction Database (ORD), a public repository of structured organic reaction records. The task is: describe an organic reaction: reactants, conditions, products, and yield Starting materials: [Al+3], CCOC(=O)c1cccc2c(-c3ccc(C)cc3)nccc12, [H-], [H-], [H-], [H-], [Li+], [Na+], C1CCOC1, [OH-], O. Product: Cc1ccc(-c2nccc3c(CO)cccc23)cc1. As a reaction SMILES: [Al+3:24].[CH3:1][c:2]1[cH:3][cH:4][c:5](-[c:8]2[n:9][cH:10][cH:11][c:12]3[c:13]([C:18](=[O:19])[O:20][CH2:21][CH3:22])[cH:14][cH:15][cH:16][c:17]23)[cH:6][cH:7]1.[H-:23].[H-:26].[H-:27].[H-:28].[Li+:25].[Na+:31].[O:32]1[CH2:33][CH2:34][CH2:35][CH2:36]1.[OH-:30].[OH2:29]>>[CH3:1][c:2]1[cH:3][cH:4][c:5](-[c:8]2[n:9][cH:10][cH:11][c:12]3[c:13]([CH2:18][OH:19])[cH:14][cH:15][cH:16][c:17]23)[cH:6][cH:7]1. Starting materials: O=C([O-])[O-], O=[N+]([O-])c1cc(F)c(F)cc1CO, [K+], [K+], CN(C)C=O, Oc1ccccc1. Yields the product O=[N+]([O-])c1cc(F)c(Oc2ccccc2)cc1CO. Reaction SMILES: [C:14](=[O:15])([O-:16])[O-:17].[F:1][c:2]1[cH:3][c:4]([N+:11](=[O:12])[O-:13])[c:5]([CH2:9][OH:10])[cH:6][c:7]1[F:8].[K+:18].[K+:19].[O:27]=[CH:28][N:29]([CH3:30])[CH3:31].[OH:20][c:21]1[cH:22][cH:23][cH:24][cH:25][cH:26]1>>[F:1][c:2]1[cH:3][c:4]([N+:11](=[O:12])[O-:13])[c:5]([CH2:9][OH:10])[cH:6][c:7]1[O:20][c:21]1[cH:22][cH:23][cH:24][cH:25][cH:26]1.